This data is from the Open Reaction Database (ORD), a public repository of structured organic reaction records. The task is: describe an organic reaction: reactants, conditions, products, and yield Starting materials: NC=1SC=C(N1)C(C(=O)OCC)=O (ethyl 2-aminothiazol-4-ylglyoxylate), C1(CCCCC1)N=C=O (cyclohexyl isocyanate). The solvent is CN(C=O)C (dimethylformamide). Product: C1(CCCCC1)NC(NC=1SC=C(N1)C(C(=O)OCC)=O)=O (Ethyl 2-(3-cyclohexylureido)thiazol-4-ylglyoxylate). RXN SMILES: [NH2:1][C:2]1[S:3][CH:4]=[C:5]([C:7](=[O:13])[C:8]([O:10][CH2:11][CH3:12])=[O:9])[N:6]=1.[CH:14]1([N:20]=[C:21]=[O:22])[CH2:19][CH2:18][CH2:17][CH2:16][CH2:15]1>CN(C)C=O>[CH:14]1([NH:20][C:21](=[O:22])[NH:1][C:2]2[S:3][CH:4]=[C:5]([C:7](=[O:13])[C:8]([O:10][CH2:11][CH3:12])=[O:9])[N:6]=2)[CH2:19][CH2:18][CH2:17][CH2:16][CH2:15]1. Procedure: Following a procedure similar to that described in Preparation 1. the desired compound was prepared from 5 g of ethyl 2-aminothiazol-4-ylglyoxylate, 4.7 g of cyclohexyl isocyanate and 30 ml of dimethylformamide. The resulting product was a yellow powder having the following physical properties. Reactants: [H-].[Na+] (Sodium hydride), ClC1=C(C(=NC(=N1)C1=NC=CC=N1)NS(=O)(=O)CCC(C)(C)C)OC1=C(C=CC=C1)OC (N-[6-chloro-5-(2-methoxyphenoxy)-2-(2-pyrimidinyl)-4-pyrimidinyl]-3,3-dimethyl-1-butanesulfonamide), CO (methanol), two. Conditions: temperature 100 celsius, time 3 hour. The product is COC1=C(C(=NC(=N1)C1=NC=CC=N1)NS(=O)(=O)CCC(C)(C)C)OC1=C(C=CC=C1)OC (N-[6-methoxy-5-(2-methoxyphenoxy)-2-(2-pyrimidinyl)-4-pyrimidinyl]-3,3-dimethyl-1-butanesulfonamide). Reaction SMILES: [H-].[Na+].Cl[C:4]1[N:9]=[C:8]([C:10]2[N:15]=[CH:14][CH:13]=[CH:12][N:11]=2)[N:7]=[C:6]([NH:16][S:17]([CH2:20][CH2:21][C:22]([CH3:25])([CH3:24])[CH3:23])(=[O:19])=[O:18])[C:5]=1[O:26][C:27]1[CH:32]=[CH:31][CH:30]=[CH:29][C:28]=1[O:33][CH3:34].[CH3:35][OH:36]>>[CH3:35][O:36][C:4]1[N:9]=[C:8]([C:10]2[N:15]=[CH:14][CH:13]=[CH:12][N:11]=2)[N:7]=[C:6]([NH:16][S:17]([CH2:20][CH2:21][C:22]([CH3:25])([CH3:24])[CH3:23])(=[O:19])=[O:18])[C:5]=1[O:26][C:27]1[CH:32]=[CH:31][CH:30]=[CH:29][C:28]=1[O:33][CH3:34] |f:0.1|. Procedure details: Sodium hydride (80% oil dispersion 132 mg) was cautiously added to a suspension of N-[6-chloro-5-(2-methoxyphenoxy)-2-(2-pyrimidinyl)-4-pyrimidinyl]-3,3-dimethyl-1-butanesulfonamide (Preparation 2)(420 mg) in dry methanol (12 ml) divided equally between two 10 ml Wheaton reacti-vials™, and the resulting mixtures stirred at 100° C. for 3 hours. The reactions were then combined and partitioned between ethyl acetate (40 ml) and 2N aqueous hydrochloric acid (20 ml) and the organic phase separated. T... Starting materials: FC(OC1=CC=C(C=C1)N1N=C(C=C1)C(=O)OCC)F (ethyl 1-(4-(difluoromethoxy)phenyl)-1H-pyrazole-3-carboxylate), CO (methanol), O (Water). Run in C1CCOC1 (THF). Run at temperature 80 celsius. The product is FC(OC1=CC=C(C=C1)N1N=C(C=C1)C(=O)O)F (1-(4-(Difluoromethoxy)phenyl)-1H-pyrazole-3-carboxylic acid). Reaction SMILES: [F:1][CH:2]([F:20])[O:3][C:4]1[CH:9]=[CH:8][C:7]([N:10]2[CH:14]=[CH:13][C:12]([C:15]([O:17]CC)=[O:16])=[N:11]2)=[CH:6][CH:5]=1.CO.O>C1COCC1>[F:20][CH:2]([F:1])[O:3][C:4]1[CH:9]=[CH:8][C:7]([N:10]2[CH:14]=[CH:13][C:12]([C:15]([OH:17])=[O:16])=[N:11]2)=[CH:6][CH:5]=1. Reported procedure: To a solution of ethyl 1-(4-(difluoromethoxy)phenyl)-1H-pyrazole-3-carboxylate (350 mg, 1.24 mmol) in a mixture of THF (3.1 ml), methanol (1.6 ml), Water (1.6 ml) lithium hydroxide hydrate (89 mg, 3.72 mmol) was added. The solution was heated to 80° C. for 2 h. Most of the organic solvent was removed under reduced pressure. Sodium bicarbonate solution and ethyl acetate were added and the organic layer was separated. The aqueous layer was made acid by addition of 25% aqueous hydrochloric acid and... Starting materials: [OH-].[Na+] (sodium hydroxide), C(C)(=O)OC=1C(=CC=2N(C3=CC=C(C=C3SC2C1Br)OC)C)OC (3-acetoxy-4-bromo-2,7-dimethoxy-10-methyl-10H-phenothiazine), Cl (HCl). Run in CO (methanol). Reaction conditions: time 8 hour. The product is BrC1=C(C(=CC=2N(C3=CC=C(C=C3SC12)OC)C)OC)O (4-bromo-2,7-dimethoxy-3-hydroxy-10-methyl-10H-phenothiazine). Yield: 47.0%. Reaction SMILES: C([O:4][C:5]1[C:6]([O:23][CH3:24])=[CH:7][C:8]2[N:9]([CH3:22])[C:10]3[C:15]([S:16][C:17]=2[C:18]=1[Br:19])=[CH:14][C:13]([O:20][CH3:21])=[CH:12][CH:11]=3)(=O)C.[OH-].[Na+].Cl>CO>[Br:19][C:18]1[C:17]2[S:16][C:15]3[C:10](=[CH:11][CH:12]=[C:13]([O:20][CH3:21])[CH:14]=3)[N:9]([CH3:22])[C:8]=2[CH:7]=[C:6]([O:23][CH3:24])[C:5]=1[OH:4] |f:1.2|. Procedure details: To a suspension of 3-acetoxy-4-bromo-2,7-dimethoxy-10-methyl-10H-phenothiazine (0.5 g) in methanol (300 ml) there was added 2N aqueous sodium hydroxide (300 ml) and the mixture was stirred at room temperature overnight. The heterogenous mixture was then acidified with 1N aqueous HCl solution, and after stirring for 15 minutes the product filtered. This crude product was purified by flash chromatography on a column of silica gel, eluting with a 1:1 mixture of ethyl acetate and hexane, and the pur... Reactants: CC1(C\C(\C(O1)=O)=C(/C1=CC=C(C=C1)S(=O)(=O)C)\C1=CC=C(C=C1)F)C ((E)-5,5-Dimethyl-3-[1-(4-fluorophenyl)-1-(4-methanesulphonylphenyl)methylidene]dihydrofuran-2-one), ClC=1C=C(C=CC1)\C(\C1=CC=C(C=C1)S(=O)(=O)C)=C\1/C(OCC1)=O ((Z)-3-[1-(3-Chlorophenyl)-1-(4-methanesulphonylphenyl)-methylidene]dihydrofuran-2-one). Product: C(C)C1CC(C(O1)=O)=C(C1=CC=C(C=C1)SC)C1=CC=C(C=C1)F (5-Ethyl-3-[1-(4-fluorophenyl)-1-(4-methylthiophenyl)-methylidene]dihydrofuran-2-one). RXN SMILES: C[C:2]1([CH3:26])[O:6][C:5](=[O:7])/[C:4](=[C:8](\[C:19]2[CH:24]=[CH:23][C:22]([F:25])=[CH:21][CH:20]=2)/[C:9]2[CH:14]=[CH:13][C:12]([S:15]([CH3:18])(=O)=O)=[CH:11][CH:10]=2)/[CH2:3]1.Cl[C:28]1C=C(/C(=C2\C(=O)OCC\2)/C2C=CC(S(C)(=O)=O)=CC=2)C=CC=1>>[CH2:26]([CH:2]1[O:6][C:5](=[O:7])[C:4](=[C:8]([C:19]2[CH:20]=[CH:21][C:22]([F:25])=[CH:23][CH:24]=2)[C:9]2[CH:10]=[CH:11][C:12]([S:15][CH3:18])=[CH:13][CH:14]=2)[CH2:3]1)[CH3:28]. Procedure: Prepared by the procedure of Example 4 from the derivative of Example 32. The mixture of the two isomers, (E) and (Z), is used as such in the next step.